From a dataset of the Open Reaction Database (ORD), a public repository of structured organic reaction records. describe an organic reaction: reactants, conditions, products, and yield Product: CC(C)(CCC[N+](=O)[O-])NC(=O)OC(C)(C)C. Starting materials: [BH4-], CC(C)(CC=C[N+](=O)[O-])NC(=O)OC(C)(C)C, CCO, [Na+]. As a reaction SMILES: [BH4-:18].[C:1]([CH3:2])([CH3:3])([CH3:4])[O:5][C:6]([NH:7][C:8]([CH2:9][CH:10]=[CH:11][N+:12](=[O:13])[O-:14])([CH3:15])[CH3:16])=[O:17].[CH3:20][CH2:21][OH:22].[Na+:19]>>[C:1]([CH3:2])([CH3:3])([CH3:4])[O:5][C:6]([NH:7][C:8]([CH2:9][CH2:10][CH2:11][N+:12](=[O:13])[O-:14])([CH3:15])[CH3:16])=[O:17].